This data is from the Open Reaction Database (ORD), a public repository of structured organic reaction records. The task is: describe an organic reaction: reactants, conditions, products, and yield The reactants are CN(C)CC1CC(O)(c2ccc(Cl)cc2)c2ccccc2O1, O, c1ccccc1. The product is CN(C)CC1CC(c2ccc(Cl)cc2)c2ccccc2O1. As a reaction SMILES: [CH3:1][N:2]([CH3:3])[CH2:4][CH:5]1[O:6][c:7]2[cH:8][cH:9][cH:10][cH:11][c:12]2[C:13]([c:15]2[cH:16][cH:17][c:18]([Cl:21])[cH:19][cH:20]2)([OH:22])[CH2:14]1.[OH2:23].[cH:24]1[cH:25][cH:26][cH:27][cH:28][cH:29]1>>[CH3:1][N:2]([CH3:3])[CH2:4][CH:5]1[O:6][c:7]2[cH:8][cH:9][cH:10][cH:11][c:12]2[CH:13]([c:15]2[cH:16][cH:17][c:18]([Cl:21])[cH:19][cH:20]2)[CH2:14]1. The reactants are BrC=1C=CC(=C(C(=O)C2=CC=CC=C2)C1)N1C(=NC=C1)CN1C(C=2C(C1=O)=CC=CC2)=O (5-bromo-2-[2-(phthalimidomethyl)imidazol-1-yl]benzophenone), NN (hydrazine). The solvent is C(C)O (ethanol). Yields the product BrC=1C=CC2=C(C(=NCC=3N2C=CN3)C3=CC=CC=C3)C1 (8-bromo-6-phenyl-4H-imidazo[1,2-a][1,4]benzodiazepine). As a reaction SMILES: [Br:1][C:2]1[CH:3]=[CH:4][C:5]([N:16]2[CH:20]=[CH:19][N:18]=[C:17]2[CH2:21][N:22]2[C:26](=O)[C:25]3=[CH:28][CH:29]=[CH:30][CH:31]=[C:24]3C2=O)=[C:6]([CH:15]=1)C(C1C=CC=CC=1)=O.NN>C(O)C>[Br:1][C:2]1[CH:3]=[CH:4][C:5]2[N:16]3[CH:20]=[CH:19][N:18]=[C:17]3[CH2:21][N:22]=[C:26]([C:25]3[CH:28]=[CH:29][CH:30]=[CH:31][CH:24]=3)[C:6]=2[CH:15]=1. Procedure details: In the manner given in Example 33, 5-bromo-2-[2-(phthalimidomethyl)imidazol-1-yl]benzophenone in ethanol is heated with hydrazine to give 8-bromo-6-phenyl-4H-imidazo[1,2-a][1,4]benzodiazepine.